This data is from the Open Reaction Database (ORD), a public repository of structured organic reaction records. The task is: describe an organic reaction: reactants, conditions, products, and yield Reactants: Cc1sc(C[P+](c2ccccc2)(c2ccccc2)c2ccccc2)nc1-c1ccccc1, COC(=O)c1ccc(C=O)cc1, [Cl-]. The product is COC(=O)c1ccc(C=Cc2nc(-c3ccccc3)c(C)s2)cc1. As a reaction SMILES: [CH3:2][c:3]1[c:4](-[c:28]2[cH:29][cH:30][cH:31][cH:32][cH:33]2)[n:5][c:6]([CH2:8][P+:9]([c:10]2[cH:11][cH:12][cH:13][cH:14][cH:15]2)([c:16]2[cH:17][cH:18][cH:19][cH:20][cH:21]2)[c:22]2[cH:23][cH:24][cH:25][cH:26][cH:27]2)[s:7]1.[CH:34](=[O:35])[c:36]1[cH:37][cH:38][c:39]([C:40](=[O:41])[O:42][CH3:43])[cH:44][cH:45]1.[Cl-:1]>>[CH3:2][c:3]1[c:4](-[c:28]2[cH:29][cH:30][cH:31][cH:32][cH:33]2)[n:5][c:6]([CH:8]=[CH:34][c:36]2[cH:37][cH:38][c:39]([C:40](=[O:41])[O:42][CH3:43])[cH:44][cH:45]2)[s:7]1.